This data is from the Open Reaction Database (ORD), a public repository of structured organic reaction records. The task is: describe an organic reaction: reactants, conditions, products, and yield Starting materials: NC1=C(C=CC=C1)SCC1=NOC=N1 (3-(2-aminophenylthiomethyl)1,2,4-oxadiazole), O1CC1COC1=CC=CC=C1 (1,2-epoxy-3-phenoxy propane). The product is OC(CNC1=C(C=CC=C1)SCC1=NOC=N1)COC1=CC=CC=C1 (2-hydroxy-1-[2-(1,2,4-oxadiazol-3-yl-methylthio)anilino]-3-phenoxypropane). As a reaction SMILES: [NH2:1][C:2]1[CH:7]=[CH:6][CH:5]=[CH:4][C:3]=1[S:8][CH2:9][C:10]1[N:14]=[CH:13][O:12][N:11]=1.[O:15]1[CH:17]([CH2:18][O:19][C:20]2[CH:25]=[CH:24][CH:23]=[CH:22][CH:21]=2)[CH2:16]1>>[OH:15][CH:17]([CH2:18][O:19][C:20]1[CH:25]=[CH:24][CH:23]=[CH:22][CH:21]=1)[CH2:16][NH:1][C:2]1[CH:7]=[CH:6][CH:5]=[CH:4][C:3]=1[S:8][CH2:9][C:10]1[N:14]=[CH:13][O:12][N:11]=1. Procedure details: A mixture of 3-(2-aminophenylthiomethyl)1,2,4-oxadiazole (2.07 g; 10-2 mol) and 1,2-epoxy-3-phenoxy propane (1.5 g; 10-2 mol) was warmed on a steam bath during 48 hours. The so produced mixture was chromatographed on silica gel, elution with diethyl ether/hexane (1:1) producing 2-hydroxy-1-[2-(1,2,4-oxadiazol-3-yl-methylthio)anilino]-3-phenoxypropane as a colourless oil. The reactants are ClC1=NC=NC(=C1Cl)CC (4,5-dichloro-6-ethylpyrimidine), O (water), N-butyl lithium, C(C)(C)NC(C)C (diisopropylamine). Run in O1CCCC1 (tetrahydrofuran), O1CCCC1 (tetrahydrofuran). Conditions: temperature -78 celsius, time 20 minute. Product: ClC1=NC=NC(=C1Cl)C(C)C (4,5-dichloro-6-isopropylpyrimidine). RXN SMILES: [CH:1](NC(C)C)(C)C.[Cl:8][C:9]1[C:14]([Cl:15])=[C:13]([CH2:16][CH3:17])[N:12]=[CH:11][N:10]=1.O>O1CCCC1>[Cl:8][C:9]1[C:14]([Cl:15])=[C:13]([CH:16]([CH3:1])[CH3:17])[N:12]=[CH:11][N:10]=1. Procedure: N-butyl lithium (1.6 mol solution in hexane, 19.4 ml) is added dropwise at 0° C., under a nitrogen atmosphere, to a solution of diisopropylamine (4.4 ml) in tetrahydrofuran (100 ml), and the mixture is stirred for 20 minutes. The solution is cooled to -78° C. and then 5 g of 4,5-dichloro-6-ethylpyrimidine in solution in 10 ml of tetrahydrofuran are added dropwise. The mixture is stirred at -78° C. for one hour and then brought to room temperature over a period of 2 hours. After the addition of w...